This data is from the Open Reaction Database (ORD), a public repository of structured organic reaction records. The task is: describe an organic reaction: reactants, conditions, products, and yield Reported procedure: (S)-2-[(S)-2-(tert-Butoxycarbonyl-methyl-amino)-propionylamino]-3-methyl-butyric acid benzyl ester (7 g, 18 mmol) and 1 M aqueous lithium hydroxide (40 mL, 40 mmol) was added to THF/MeOH/H2O (3:1:1; 200 mL) to give a yellow solution. The reaction mixture was stirred at rt overnight and then concentrated in vacuo. The residue was dissolved in water and then acidified to pH 2 using first 6 M and then 1 M aqueous HCl. The mixture was extracted with EtOAc. The organic layer was dried over Na2SO4 and... The reactants are C(C1=CC=CC=C1)OC([C@H](C(C)C)NC([C@H](C)N(C)C(=O)OC(C)(C)C)=O)=O ((S)-2-[(S)-2-(tert-Butoxycarbonyl-methyl-amino)-propionylamino]-3-methyl-butyric acid benzyl ester), [OH-].[Li+] (lithium hydroxide). Run at time 8 hour. Solvent: C1CCOC1.CO.O (THF MeOH H2O). The yield is 104.7%. Reaction SMILES: C([O:8][C:9](=[O:28])[C@@H:10]([NH:14][C:15](=[O:27])[C@@H:16]([N:18]([C:20]([O:22][C:23]([CH3:26])([CH3:25])[CH3:24])=[O:21])[CH3:19])[CH3:17])[CH:11]([CH3:13])[CH3:12])C1C=CC=CC=1.[OH-].[Li+]>C1COCC1.CO.O>[C:23]([O:22][C:20]([N:18]([CH3:19])[C@@H:16]([CH3:17])[C:15]([NH:14][C@@H:10]([CH:11]([CH3:12])[CH3:13])[C:9]([OH:28])=[O:8])=[O:27])=[O:21])([CH3:26])([CH3:25])[CH3:24] |f:1.2,3.4.5|. The product is C(C)(C)(C)OC(=O)N([C@H](C(=O)N[C@H](C(=O)O)C(C)C)C)C ((S)-2-[(S)-2-(tert-butoxycarbonyl-methyl-amino)-propionylamino]-3-methyl-butyric acid). Starting materials: ClC=1C=CC2=C(N=C(S2)COC=2C(=C(C(=CC2)F)C#N)F)C1 (3-[(5-chloro-1,3-benzothiazol-2-yl)methoxy]-2,6-difluorobenzene-carbonitrile), C(=O)([O-])[O-].[Na+].[Na+] (Na2CO3), Cl.NO (hydroxylamine hydrochloride), C(=O)([O-])[O-].[Na+].[Na+] (Na2CO3), Cl.NO (hydroxylamine hydrochloride). Run in CCO (EtOH), O (water). Run at temperature 70 celsius, time 8 hour. Yields the product ClC=1C=CC2=C(N=C(S2)COC=2C(=C(C(=CC2)F)C(N)=NO)F)C1 (3-[(5-Chloro-1,3-benzothiazol-2-yl)methoxy]-2,6-difluoro-N′-hydroxybenzenecarboximidamide). The yield is 73.5%. As a reaction SMILES: [Cl:1][C:2]1[CH:3]=[CH:4][C:5]2[S:9][C:8]([CH2:10][O:11][C:12]3[C:13]([F:21])=[C:14]([C:19]#[N:20])[C:15]([F:18])=[CH:16][CH:17]=3)=[N:7][C:6]=2[CH:22]=1.C([O-])([O-])=O.[Na+].[Na+].Cl.[NH2:30][OH:31]>CCO.O>[Cl:1][C:2]1[CH:3]=[CH:4][C:5]2[S:9][C:8]([CH2:10][O:11][C:12]3[C:13]([F:21])=[C:14]([C:19](=[N:30][OH:31])[NH2:20])[C:15]([F:18])=[CH:16][CH:17]=3)=[N:7][C:6]=2[CH:22]=1 |f:1.2.3,4.5|. Reported procedure: A mixture of 3-[(5-chloro-1,3-benzothiazol-2-yl)methoxy]-2,6-difluorobenzene-carbonitrile (250 mg, 0.74 mmol, 1 equiv.), Na2CO3 (181 mg, 1.70 mmol, 2.3 equiv.) and hydroxylamine hydrochloride (103 mg, 1.48 mmol, 2 equiv.) in absolute EtOH (5 ml) was stirred at 70° C. for 8 h. Excess Na2CO3 (181 mg, 1.70 mmol, 2.3 equiv.) and hydroxylamine hydrochloride (103 mg, 1.48 mmol, 2 equiv.) were added and the heating continued for 1 h. The reaction mixture cooled at room temperature, diluted with water (... The reactants are Cc1cc(O)ccc1Br, CC(=O)[O-], ClCCl, OB(O)c1ccccc1. The product is Cc1cc(Oc2ccccc2)ccc1Br. RXN SMILES: [Br:1][c:2]1[c:3]([CH3:9])[cH:4][c:5]([OH:8])[cH:6][cH:7]1.[CH3:19][C:20](=[O:21])[O-:22].[Cl:23][CH2:24][Cl:25].[OH:10][B:11]([OH:12])[c:13]1[cH:14][cH:15][cH:16][cH:17][cH:18]1>>[Br:1][c:2]1[c:3]([CH3:9])[cH:4][c:5]([O:8][c:13]2[cH:14][cH:15][cH:16][cH:17][cH:18]2)[cH:6][cH:7]1. The reactants are COC(=O)CC(=O)OC, C[O-], CO, Cl, NC=C(C=O)c1ccccc1, [Na+], COC(=O)c1cc(-c2ccccc2)c[nH]c1=O. Product: O=C(O)c1cc(-c2ccccc2)c[nH]c1=O. RXN SMILES: [C:12]([O:13][CH3:14])(=[O:15])[CH2:16][C:17]([O:18][CH3:19])=[O:20].[CH3:21][O-:22].[CH3:42][OH:43].[ClH:41].[NH2:1][CH:2]=[C:3]([c:4]1[cH:5][cH:6][cH:7][cH:8][cH:9]1)[CH:10]=[O:11].[Na+:23].[O:24]=[c:25]1[nH:26][cH:27][c:28](-[c:35]2[cH:36][cH:37][cH:38][cH:39][cH:40]2)[cH:29][c:30]1[C:31](=[O:32])[O:33][CH3:34]>>[O:24]=[c:25]1[nH:26][cH:27][c:28](-[c:35]2[cH:36][cH:37][cH:38][cH:39][cH:40]2)[cH:29][c:30]1[C:31](=[O:32])[OH:33]. Starting materials: C(=O)(O)[O-].[Na+] (NaHCO3), NC=1C=C2C=C(NC2=CC1)C(=O)OCC (ethyl 5-aminoindol-2-carboxylate), [Mg] (magnesium), ice. Reaction conditions: temperature 23.5 celsius, time 10 minute. The product is NC=1C=C2CC(NC2=CC1)C(=O)OC (methyl 5-aminoindolin-2-carboxylate). Isolated yield 89.2%. As a reaction SMILES: [NH2:1][C:2]1[CH:3]=[C:4]2[C:8](=[CH:9][CH:10]=1)[NH:7][C:6]([C:11]([O:13][CH2:14]C)=[O:12])=[CH:5]2.[Mg].C([O-])(O)=O.[Na+]>>[NH2:1][C:2]1[CH:3]=[C:4]2[C:8](=[CH:9][CH:10]=1)[NH:7][CH:6]([C:11]([O:13][CH3:14])=[O:12])[CH2:5]2 |f:2.3|. Procedure: A stirred solution of the product from Step 1 (8.81 g, 0.0431 mol), under nitrogen, is treated with magnesium turnings (3.3 g) and kept for about 10 min when the solution became cloudy and an exothermic reaction began. It is stirred for an additional 5 min (23-24° C.), cooled to 6-7° C. in a water bath and kept for 5.5 h. This mixture is kept at 8° C. for 18 h, acidified to pH 3 with ice cold 6N HCl, neutralized with saturated NaHCO3, and extracted with EtOAc. The extracts are washed with water,...